This data is from the Open Reaction Database (ORD), a public repository of structured organic reaction records. The task is: describe an organic reaction: reactants, conditions, products, and yield The reactants are [Mg] (magnesium), C(C)OCC (diethyl ether), Cl (hydrochloric acid), CI (methyl iodide), C(C1=CC=CC=C1)N1C(=CC2=CC(=CC=C12)OC)C(=O)OCC (1-benzyl-2-ethoxycarbonyl-5-methoxyindole). Solvent: C(C)(=O)OCC (ethyl acetate), O (water), O1CCCC1 (tetrahydrofuran). Product: C(C1=CC=CC=C1)N1C(=CC2=CC(=CC=C12)OC)C(=C)C (1-benzyl-2-isopropenyl-5-methoxyindole). Yield: 79.0%. RXN SMILES: [Mg].[CH3:2]I.[CH2:4]([N:11]1[C:19]2[C:14](=[CH:15][C:16]([O:20][CH3:21])=[CH:17][CH:18]=2)[CH:13]=[C:12]1C(OCC)=O)[C:5]1[CH:10]=[CH:9][CH:8]=[CH:7][CH:6]=1.Cl.C(O[CH2:31][CH3:32])C>O1CCCC1.O.C(OCC)(=O)C>[CH2:4]([N:11]1[C:19]2[C:14](=[CH:15][C:16]([O:20][CH3:21])=[CH:17][CH:18]=2)[CH:13]=[C:12]1[C:31]([CH3:32])=[CH2:2])[C:5]1[CH:6]=[CH:7][CH:8]=[CH:9][CH:10]=1. Reported procedure: 8.95 g of magnesium was suspended in 160 ml of anhydrous diethyl ether. To the suspension was dropwise added 52.3 g of methyl iodide in 1 hour with stirring under refluxing. The resulting mixture was refluxed for 1 hour. Thereto was dropwise added a solution of 38 g of 1-benzyl-2-ethoxycarbonyl-5-methoxyindole dissolved in 110 ml of anhydrous tetrahydrofuran in 40 minutes at room temperature. The resulting mixture was refluxed for 1 hour and then cooled with ice cooling. Thereto was added 400 ml... Reactants: FC(C=1C=C(C(=O)Cl)C=C(C1)C(F)(F)F)(F)F (3,5-bis(trifluoromethyl)benzoyl chloride), Cl.ClC=1C=C(C=CC1)[C@@H]1CNCC[C@@H]1C1=CC=CC=C1 (rac-cis-3-(3-chloro-phenyl)-4-phenyl-piperidine hydrochloride). The product is FC(C=1C=C(C=C(C1)C(F)(F)F)C(=O)N1C[C@H]([C@H](CC1)C1=CC=CC=C1)C1=CC(=CC=C1)Cl)(F)F (Rac-cis-(3,5-Bis-trifluoromethyl-phenyl)-[3-(3-chloro-phenyl)-4-phenyl-piperidin-1-yl]-methanone). RXN SMILES: [F:1][C:2]([F:17])([F:16])[C:3]1[CH:4]=[C:5]([CH:9]=[C:10]([C:12]([F:15])([F:14])[F:13])[CH:11]=1)[C:6](Cl)=[O:7].Cl.[Cl:19][C:20]1[CH:21]=[C:22]([C@H:26]2[C@@H:31]([C:32]3[CH:37]=[CH:36][CH:35]=[CH:34][CH:33]=3)[CH2:30][CH2:29][NH:28][CH2:27]2)[CH:23]=[CH:24][CH:25]=1>>[F:1][C:2]([F:17])([F:16])[C:3]1[CH:4]=[C:5]([C:6]([N:28]2[CH2:29][CH2:30][C@H:31]([C:32]3[CH:37]=[CH:36][CH:35]=[CH:34][CH:33]=3)[C@H:26]([C:22]3[CH:23]=[CH:24][CH:25]=[C:20]([Cl:19])[CH:21]=3)[CH2:27]2)=[O:7])[CH:9]=[C:10]([C:12]([F:15])([F:14])[F:13])[CH:11]=1 |f:1.2|. Procedure: The title compound, MS: m/e=512.2 (M+), was prepared in accordance with the general method of example 1 from 3,5-bis(trifluoromethyl)benzoyl chloride and rac-cis-3-(3-chloro-phenyl)-4-phenyl-piperidine hydrochloride.